From a dataset of the Open Reaction Database (ORD), a public repository of structured organic reaction records. describe an organic reaction: reactants, conditions, products, and yield The reactants are C1CCOC1, CO, Cl, [Li+], CCOC(=O)C(C)(C)Sc1nnc(N)n1-c1ccc(C2CC2)c2ccccc12, [OH-]. The product is CC(C)(Sc1nnc(N)n1-c1ccc(C2CC2)c2ccccc12)C(=O)O. Reaction SMILES: [CH2:32]1[O:33][CH2:34][CH2:35][CH2:36]1.[CH3:37][OH:38].[ClH:31].[Li+:1].[NH2:3][c:4]1[n:5](-[c:18]2[cH:19][cH:20][c:21]([CH:28]3[CH2:29][CH2:30]3)[c:22]3[cH:23][cH:24][cH:25][cH:26][c:27]23)[c:6]([S:9][C:10]([C:11](=[O:12])[O:13][CH2:14][CH3:15])([CH3:16])[CH3:17])[n:7][n:8]1.[OH-:2]>>[NH2:3][c:4]1[n:5](-[c:18]2[cH:19][cH:20][c:21]([CH:28]3[CH2:29][CH2:30]3)[c:22]3[cH:23][cH:24][cH:25][cH:26][c:27]23)[c:6]([S:9][C:10]([C:11](=[O:12])[OH:13])([CH3:16])[CH3:17])[n:7][n:8]1. Starting materials: C(C)ON=C(C(=O)O)C=1N=C(SC1)NC=O (2-Ethoxyimino-2-(2-formamidothiazol-4-yl)acetic acid), P(Cl)(Cl)(Cl)(Cl)Cl (phosphorus pentachloride), Solution A, C[Si](NC(C)=O)(C)C (N-trimethylsilylacetamide), O.O.Cl.[Cl-].NC1[C@@H]2N(C(=C(CS2)C[N+]2=CC=CC=C2)C(=O)O)C1=O (1-[(7-amino-4-carboxy-3-cephem-3-yl)methyl]pyridinium chloride hydrochloride dihydrate), solution A. The solvent is ClCCl (dichloromethane), C(C)N(CC)CC (triethylamine), O1CCCC1 (tetrahydrofuran), C(C)(=O)OCC (ethyl acetate), O (Water). Conditions: time 1 hour. The product is C(C)ON=C(C(=O)NC1[C@@H]2N(C(=C(CS2)C[N+]2=CC=CC=C2)C(=O)[O-])C1=O)C=1N=C(SC1)NC=O (7-[2-ethoxyimino-2-(2-formamidothiazol-4-yl)acetamido]-3-(1-pyridiniomethyl)-3-cephem-4-carboxylate). Isolated yield 39.3%. As a reaction SMILES: [CH2:1]([O:3][N:4]=[C:5]([C:9]1[N:10]=[C:11]([NH:14][CH:15]=[O:16])[S:12][CH:13]=1)[C:6]([OH:8])=O)[CH3:2].P(Cl)(Cl)(Cl)(Cl)Cl.C[Si](C)(C)NC(=O)C.O.O.Cl.[Cl-].[NH2:35][CH:36]1[C:53](=[O:54])[N:38]2[C:39]([C:50]([OH:52])=[O:51])=[C:40]([CH2:43][N+:44]3[CH:49]=[CH:48][CH:47]=[CH:46][CH:45]=3)[CH2:41][S:42][C@H:37]12>ClCCl.O1CCCC1.C(OCC)(=O)C.O.C(N(CC)CC)C>[CH2:1]([O:3][N:4]=[C:5]([C:9]1[N:10]=[C:11]([NH:14][CH:15]=[O:16])[S:12][CH:13]=1)[C:6]([NH:35][CH:36]1[C:53](=[O:54])[N:38]2[C:39]([C:50]([O-:52])=[O:51])=[C:40]([CH2:43][N+:44]3[CH:45]=[CH:46][CH:47]=[CH:48][CH:49]=3)[CH2:41][S:42][C@H:37]12)=[O:8])[CH3:2] |f:3.4.5.6.7|. Reported procedure: 2-Ethoxyimino-2-(2-formamidothiazol-4-yl)acetic acid (syn isomer) (2.2 g) was added to a solution of phosphorus pentachloride (2.0 g) in dichloromethane (40 ml) at -10° C., and stirred at -5° C. to -10° C. for 1 hour. After the addition of triethylamine (2.0 g), the resulting mixture was stirred at -5° C. for 5 minutes [Solution A]. N-trimethylsilylacetamide (9.8 g) was added to a stirred suspension of 1-[(7-amino-4-carboxy-3-cephem-3-yl)methyl]pyridinium chloride hydrochloride dihydrate (3.0 g)...